describe an organic reaction: reactants, conditions, products, and yield From a dataset of the Open Reaction Database (ORD), a public repository of structured organic reaction records. The reactants are C(C1=CC=CC=C1)(C1=CC=CC=C1)(C1=CC=CC=C1)NCC1OCCCC1=O (2-(tritylamino)methyl-5,6-dihydro-2H-pyran-3(4H)-one), [C-]#N.[Na+] (sodium cyanide), [Cl-].[NH4+] (ammonium chloride), C([O-])([O-])=O.[NH4+].[NH4+] (ammonium carbonate), N (ammonia), C(C)O (ethanol), C([O-])([O-])=O.[NH4+].[NH4+] (Ammonium carbonate). Run at temperature 60 celsius, time 4.5 hour. The product is C(C1=CC=CC=C1)(C1=CC=CC=C1)(C1=CC=CC=C1)NCC1C2(C(NC(N2)=O)=O)CCCO1 (6-(Tritylamino)methyl-7-oxa-1,3-diazaspiro[4.5]decane-2,4-dione). RXN SMILES: [C:1]([NH:20][CH2:21][CH:22]1[C:27](=O)[CH2:26][CH2:25][CH2:24][O:23]1)([C:14]1[CH:19]=[CH:18][CH:17]=[CH:16][CH:15]=1)([C:8]1[CH:13]=[CH:12][CH:11]=[CH:10][CH:9]=1)[C:2]1[CH:7]=[CH:6][CH:5]=[CH:4][CH:3]=1.[C-]#N.[Na+].[Cl-].[NH4+:33].[C:34](=[O:37])([O-])[O-].[NH4+:38].[NH4+].N.[CH2:41]([OH:43])C>>[C:1]([NH:20][CH2:21][CH:22]1[O:23][CH2:24][CH2:25][CH2:26][C:27]21[NH:38][C:41](=[O:43])[NH:33][C:34]2=[O:37])([C:14]1[CH:19]=[CH:18][CH:17]=[CH:16][CH:15]=1)([C:8]1[CH:13]=[CH:12][CH:11]=[CH:10][CH:9]=1)[C:2]1[CH:7]=[CH:6][CH:5]=[CH:4][CH:3]=1 |f:1.2,3.4,5.6.7|. Reported procedure: A mixture of 2-(tritylamino)methyl-5,6-dihydro-2H-pyran-3(4H)-one (9.56 g, 25.7 mmol), sodium cyanide (2.52 g, 51.4 mmol), ammonium chloride (2.75 g, 51.4 mmol), ammonium carbonate (10.18 g, 128.7 mmol), concentrated aqueous ammonia (50 mL), and ethanol (50 mL) was stirred in a nitrogen atmosphere on an oil bath at 60° C. for 4.5 hours. Ammonium carbonate (10.18 g, 128.7 mmol) was added, and the mixture was stirred at the same temperature for further 19.5 hours. The resulting reaction solution w... The reactants are O=C(C(=O)OCC)CCNC=1C=NC=CC1 (ethyl 2-oxo-4-(3-pyridylamino)butanoate), P(OCC)(OCC)[O-] (diethyl phosphite). Conditions: time 4 day. Product: C(C)OP(=O)(C(C(=O)OCC)(CCNC=1C=NC=CC1)O)OCC (Ethyl 2-Diethoxyphosphinyl-2-hydroxy-4-(3-pyridylamino)butanoate). As a reaction SMILES: [O:1]=[C:2]([CH2:8][CH2:9][NH:10][C:11]1[CH:12]=[N:13][CH:14]=[CH:15][CH:16]=1)[C:3]([O:5][CH2:6][CH3:7])=[O:4].[P:17]([O-:24])([O:21][CH2:22][CH3:23])[O:18][CH2:19][CH3:20]>>[CH2:19]([O:18][P:17]([O:21][CH2:22][CH3:23])([C:2]([OH:1])([CH2:8][CH2:9][NH:10][C:11]1[CH:12]=[N:13][CH:14]=[CH:15][CH:16]=1)[C:3]([O:5][CH2:6][CH3:7])=[O:4])=[O:24])[CH3:20]. Procedure: A mixture of 3.36 g (0.01 mole) of ethyl 2-oxo-4-(3-pyridylamino)butanoate in 6.9 g (0.05 mole) of diethyl phosphite is stirred at 20°-30° for 4 days. The excess diethyl phosphite is removed under vacuum on a rotary evaporator, and the crude product is purified by flash chromatography on silica gel using chloroform/ethanol as eluant. Starting materials: CCCc1cn(Cc2ccc(C(=O)OC)cc2OC)c2cc(C=C(C)C(=O)O)ccc12, C1CCOC1. Yields the product CCCc1cn(Cc2ccc(C(=O)OC)cc2OC)c2cc(CC(C)C(=O)O)ccc12. As a reaction SMILES: [C:1](=[O:2])([OH:3])[C:4](=[CH:5][c:6]1[cH:7][cH:8][c:9]2[c:10]([CH2:28][CH2:29][CH3:30])[cH:11][n:12]([CH2:15][c:16]3[c:17]([O:26][CH3:27])[cH:18][c:19]([C:20](=[O:21])[O:22][CH3:23])[cH:24][cH:25]3)[c:13]2[cH:14]1)[CH3:31].[O:32]1[CH2:33][CH2:34][CH2:35][CH2:36]1>>[C:1](=[O:2])([OH:3])[CH:4]([CH2:5][c:6]1[cH:7][cH:8][c:9]2[c:10]([CH2:28][CH2:29][CH3:30])[cH:11][n:12]([CH2:15][c:16]3[c:17]([O:26][CH3:27])[cH:18][c:19]([C:20](=[O:21])[O:22][CH3:23])[cH:24][cH:25]3)[c:13]2[cH:14]1)[CH3:31]. Reactants: CN(C)CC1=CC=C(C=C1)C(CN(C(OC(C)(C)C)=O)C)O (tert-butyl 2-{4-[(dimethylamino)methyl]phenyl}-2-hydroxyethyl(methyl)carbamate). The solvent is Cl.O1CCOCC1 (HCl dioxane). Run at time 16 hour. Product: CN(C)CC1=CC=C(C=C1)C(CNC)O (1-{4-[(Dimethylamino)methyl]phenyl}-2-(methylamino)ethanol). Yield: 106.8%. Reaction SMILES: [CH3:1][N:2]([CH2:4][C:5]1[CH:10]=[CH:9][C:8]([CH:11]([OH:22])[CH2:12][N:13](C)[C:14](=O)OC(C)(C)C)=[CH:7][CH:6]=1)[CH3:3]>Cl.O1CCOCC1>[CH3:3][N:2]([CH2:4][C:5]1[CH:10]=[CH:9][C:8]([CH:11]([OH:22])[CH2:12][NH:13][CH3:14])=[CH:7][CH:6]=1)[CH3:1] |f:1.2|. Procedure details: To a solution of HCl-dioxane (20 mL, 4.0 M HCl in dioxane) was added tert-butyl 2-{4-[(dimethylamino)methyl]phenyl}-2-hydroxyethyl(methyl)carbamate (124 mg, 0.40 mmol). The mixture was stirred at room temperature for 16 hours. The solvent and HCl was evaporated. After treated with high vacuum for 15 minutes, the residue was dissolved in methanol (2 mL) and treated with resin (BioRad 50w×2, 0.20 g) for 3 hours. The resin was collected by filtration and washed with methanol. The product on the res... Reactants: P(=O)(Cl)(Cl)Cl (Phosphorus oxychloride), ClC1=C(C(=CC=C1)F)N1N=CC=2C1=NC=NC2O (1-(2-chloro-6-fluorophenyl)-1H-pyrazolo[3,4-d]pyrimidin-4-ol). Run at temperature 100 celsius, time 1 hour. The product is ClC1=C2C(=NC=N1)N(N=C2)C2=C(C=CC=C2F)Cl (4-chloro-1-(2-chloro-6-fluorophenyl)-1H-pyrazolo[3,4-d]pyrimidine). The yield is 93.1%. As a reaction SMILES: P(Cl)(Cl)([Cl:3])=O.[Cl:6][C:7]1[CH:12]=[CH:11][CH:10]=[C:9]([F:13])[C:8]=1[N:14]1[C:18]2=[N:19][CH:20]=[N:21][C:22](O)=[C:17]2[CH:16]=[N:15]1>>[Cl:3][C:22]1[N:21]=[CH:20][N:19]=[C:18]2[N:14]([C:8]3[C:9]([F:13])=[CH:10][CH:11]=[CH:12][C:7]=3[Cl:6])[N:15]=[CH:16][C:17]=12. Procedure details: Phosphorus oxychloride (17.54 mL, 188.18 mmol) was added to 1-(2-chloro-6-fluorophenyl)-1H-pyrazolo[3,4-d]pyrimidin-4-ol (Intermediate BH2) (2.49 g, 9.41 mmol). The resulting solution was stirred at 100° C. for 1 hour. The reaction mixture was evaporated. Ice/water (100 mL) and then EtOAc (100 mL) were added. The organic layer was separated and the aqueous layer re-extracted with EtOAc (100 mL). The combined organics were washed with water (100 mL), dried (MgSO4) and concentrated to give the cru... Reactants: BrC1=C(C(=[N+](C=C1C)[O-])C)C (4-Bromo-2,3,5-trimethyl-pyridine 1-oxide), C[Al](C)C (trimethylaluminum), [Cl-].[NH4+] (ammonium chloride). The reagents and catalysts are C1(=CC=CC=C1)P(C1=CC=CC=C1)(C1=CC=CC=C1)[Pd](P(C1=CC=CC=C1)(C1=CC=CC=C1)C1=CC=CC=C1)(P(C1=CC=CC=C1)(C1=CC=CC=C1)C1=CC=CC=C1)P(C1=CC=CC=C1)(C1=CC=CC=C1)C1=CC=CC=C1 (tetrakis(triphenylphosphino)-palladium). Solvent: C1(=CC=CC=C1)C (toluene), C1CCOC1 (THF). The product is CC1=[N+](C=C(C(=C1C)C)C)[O-] (2,3,4,5-Tetramethyl-pyridine 1-oxide). RXN SMILES: Br[C:2]1[C:7]([CH3:8])=[CH:6][N+:5]([O-:9])=[C:4]([CH3:10])[C:3]=1[CH3:11].[CH3:12][Al](C)C.[Cl-].[NH4+]>C1COCC1.C1(C)C=CC=CC=1.C1(P([Pd](P(C2C=CC=CC=2)(C2C=CC=CC=2)C2C=CC=CC=2)(P(C2C=CC=CC=2)(C2C=CC=CC=2)C2C=CC=CC=2)P(C2C=CC=CC=2)(C2C=CC=CC=2)C2C=CC=CC=2)(C2C=CC=CC=2)C2C=CC=CC=2)C=CC=CC=1>[CH3:10][C:4]1[C:3]([CH3:11])=[C:2]([CH3:12])[C:7]([CH3:8])=[CH:6][N+:5]=1[O-:9] |f:2.3|. Reported procedure: 4-Bromo-2,3,5-trimethyl-pyridine 1-oxide (2 g, 9.2 mmole) and catalytic tetrakis(triphenylphosphino)-palladium (80 mg, 4% by wt) in 20 mL of dry THF before treating with trimethylaluminum (2M in toluene, 15.2 mmole) under nitrogen. The solution was heated to reflux for 3 h, diluted with toluene (20 mL) before quenching the reaction with 4 mL of methanol followed by ammonium chloride (15 mmole). The mixture was refluxed for 2 h and filtered, while hot, on Celite. See J. Med. Chem. 1999, 42(12), 2...